Dataset: the Open Reaction Database (ORD), a public repository of structured organic reaction records. Task: describe an organic reaction: reactants, conditions, products, and yield The reactants are [OH-].[Na+] (NaOH), Cl (HCl), [OH-].[Na+] (sodium hydroxide), CS(=O)(=O)O[C@H]1C[C@@H](O[C@@H]1COS(=O)(=O)C)N1C(=O)NC(=O)C(C)=C1 (3',5'-di-O-methanesulfonylthymidine), CS(=O)(=O)O[C@H]1C[C@@H](O[C@@H]1COS(=O)(=O)C)N1C(=O)NC(=O)C(C)=C1 (3',5'-di-O-methanesulfonylthymidine). Run in O (Water). Run at temperature 50 celsius. Product: [C@@H]1(C[C@H]2[C@@H](CO2)O1)N1C(=O)NC(=O)C(C)=C1 (3', 5'-Anhydrothymidine). The yield is 75.2%. RXN SMILES: CS(O[C@@H:6]1[C@@H:10]([CH2:11][O:12]S(C)(=O)=O)[O:9][C@@H:8]([N:17]2[CH:25]=[C:23]([CH3:24])[C:21](=[O:22])[NH:20][C:18]2=[O:19])[CH2:7]1)(=O)=O.[OH-].[Na+].Cl>O>[C@@H:8]1([N:17]2[CH:25]=[C:23]([CH3:24])[C:21](=[O:22])[NH:20][C:18]2=[O:19])[O:9][C@@H:10]2[CH2:11][O:12][C@H:6]2[CH2:7]1 |f:1.2|. Procedure: A two liter, four-necked flask was equipped with an overhead stirrer and paddle, a pH probe connected to an automatic titrator, and a thermocouple probe connected to a temperature controller and a heating mantle. Water (350 mL) was added to the flask and about a 20-25% portion of 3',5'-di-O-methanesulfonylthymidine (500 g total, 1.255 moles) was added with stirring. The pH was adjusted to 10.5 with 30% aq. sodium hydroxide and the temperature was raised to 50° C. While maintaining the temperatur...